This data is from the Open Reaction Database (ORD), a public repository of structured organic reaction records. The task is: describe an organic reaction: reactants, conditions, products, and yield The reactants are C1CCOC1, CN1CCN(c2ccc(N)cc2)CC1, Cc1cc(C(=O)Nc2cccc(Cc3ccc4c(c3)NC(=O)C4=CO)c2)n(C)n1. Product: Cc1cc(C(=O)Nc2cccc(Cc3ccc4c(c3)NC(=O)C4=CNc3ccc(N4CCN(C)CC4)cc3)c2)n(C)n1. Reaction SMILES: [CH2:44]1[O:45][CH2:46][CH2:47][CH2:48]1.[CH3:30][N:31]1[CH2:32][CH2:33][N:34]([c:37]2[cH:38][cH:39][c:40]([NH2:43])[cH:41][cH:42]2)[CH2:35][CH2:36]1.[OH:1][CH:2]=[C:3]1[C:4](=[O:29])[NH:5][c:6]2[cH:7][c:8]([CH2:12][c:13]3[cH:14][c:15]([NH:19][C:20](=[O:21])[c:22]4[n:23]([CH3:28])[n:24][c:25]([CH3:27])[cH:26]4)[cH:16][cH:17][cH:18]3)[cH:9][cH:10][c:11]21>>[CH:2](=[C:3]1[C:4](=[O:29])[NH:5][c:6]2[cH:7][c:8]([CH2:12][c:13]3[cH:14][c:15]([NH:19][C:20](=[O:21])[c:22]4[n:23]([CH3:28])[n:24][c:25]([CH3:27])[cH:26]4)[cH:16][cH:17][cH:18]3)[cH:9][cH:10][c:11]21)[NH:43][c:40]1[cH:39][cH:38][c:37]([N:34]2[CH2:33][CH2:32][N:31]([CH3:30])[CH2:36][CH2:35]2)[cH:42][cH:41]1. The reactants are ClC(C(=O)OCC)=O (Ethyl chlorooxoacetate), ClC=1C=CC(=C(C1)NC(=S)NC)C (N-(5-chloro-2-methylphenyl)-N′-methylthiourea). Procedure details: Ethyl chlorooxoacetate (16.3 g; 0.128 mol) was added dropwise to the solution N-(5-chloro-2-methylphenyl)-N′-methylthiourea (10.7 g; 0.05 mol) in chloroform (200 mL). The mixture was heated at reflux for 4 hours then evaporated to dryness. The residue was treated with ether (200 mL). The precipitated solid was collected by filtration and dried to give 9.7 g of 1-(5-chloro-2-methylphenyl)-3-methyl-2-thioxo-4,5-imidazolidinedione, m.p. 171–173° C. Mass spectrum; (El, M.+) m/z268/270. 1H-NMR (DMSO-... Run in C(Cl)(Cl)Cl (chloroform). Reaction SMILES: Cl[C:2](=[O:8])[C:3]([O:5]CC)=O.[Cl:9][C:10]1[CH:11]=[CH:12][C:13]([CH3:21])=[C:14]([NH:16][C:17]([NH:19][CH3:20])=[S:18])[CH:15]=1>C(Cl)(Cl)Cl>[Cl:9][C:10]1[CH:11]=[CH:12][C:13]([CH3:21])=[C:14]([N:16]2[C:2](=[O:8])[C:3](=[O:5])[N:19]([CH3:20])[C:17]2=[S:18])[CH:15]=1. Isolated yield 72.2%. Product: ClC=1C=CC(=C(C1)N1C(N(C(C1=O)=O)C)=S)C (1-(5-chloro-2-methylphenyl)-3-methyl-2-thioxo-4,5-imidazolidinedione). Reactants: ClCCCl, COC(=O)C1=C(O)c2ccc3ccccc3c2S(=O)(=O)N1C, Nc1ccccc1. As a reaction SMILES: [CH2:30]([Cl:31])[CH2:32][Cl:33].[CH3:1][O:2][C:3](=[O:4])[C:5]1=[C:10]([OH:11])[c:9]2[c:8]([c:19]3[c:14]([cH:13][cH:12]2)[cH:15][cH:16][cH:17][cH:18]3)[S:7](=[O:20])(=[O:21])[N:6]1[CH3:22].[NH2:23][c:24]1[cH:25][cH:26][cH:27][cH:28][cH:29]1>>[C:3](=[O:4])([C:5]1=[C:10]([OH:11])[c:9]2[c:8]([c:19]3[c:14]([cH:13][cH:12]2)[cH:15][cH:16][cH:17][cH:18]3)[S:7](=[O:20])(=[O:21])[N:6]1[CH3:22])[NH:23][c:24]1[cH:25][cH:26][cH:27][cH:28][cH:29]1. Yields the product CN1C(C(=O)Nc2ccccc2)=C(O)c2ccc3ccccc3c2S1(=O)=O. Reactants: CC(C)(C)NS(=O)(=O)c1ccc(-c2cc(-c3nc(-c4ccc(F)c(F)c4)cc(C(F)(F)F)n3)ccn2)s1, ClCCl, O=C(O)C(F)(F)F. Product: NS(=O)(=O)c1ccc(-c2cc(-c3nc(-c4ccc(F)c(F)c4)cc(C(F)(F)F)n3)ccn2)s1. Reaction SMILES: [C:1]([CH3:2])([CH3:3])([CH3:4])[NH:5][S:6](=[O:7])(=[O:8])[c:9]1[s:10][c:11](-[c:14]2[n:15][cH:16][cH:17][c:18](-[c:20]3[n:21][c:22]([C:34]([F:35])([F:36])[F:37])[cH:23][c:24](-[c:26]4[cH:27][c:28]([F:33])[c:29]([F:32])[cH:30][cH:31]4)[n:25]3)[cH:19]2)[cH:12][cH:13]1.[Cl:45][CH2:46][Cl:47].[F:38][C:39]([F:40])([F:41])[C:42]([OH:43])=[O:44]>>[NH2:5][S:6](=[O:7])(=[O:8])[c:9]1[s:10][c:11](-[c:14]2[n:15][cH:16][cH:17][c:18](-[c:20]3[n:21][c:22]([C:34]([F:35])([F:36])[F:37])[cH:23][c:24](-[c:26]4[cH:27][c:28]([F:33])[c:29]([F:32])[cH:30][cH:31]4)[n:25]3)[cH:19]2)[cH:12][cH:13]1.